Dataset: the Open Reaction Database (ORD), a public repository of structured organic reaction records. Task: describe an organic reaction: reactants, conditions, products, and yield Reactants: CS(=O)(=O)OCCC1(c2ccccc2)CCN(C(=O)OCc2ccccc2)C1, CCOCCn1c(N2CCCNCC2)nc2ccccc21, CC#N, CCN(C(C)C)C(C)C, ClCCl, I. Product: CCOCCn1c(N2CCCN(CCC3(c4ccccc4)CCN(C(=O)OCc4ccccc4)C3)CC2)nc2ccccc21. Reaction SMILES: [C:1](=[O:2])([O:3][CH2:4][c:5]1[cH:6][cH:7][cH:8][cH:9][cH:10]1)[N:11]1[CH2:12][C:13]([CH2:16][CH2:17][O:18][S:19]([CH3:20])(=[O:21])=[O:22])([c:23]2[cH:24][cH:25][cH:26][cH:27][cH:28]2)[CH2:14][CH2:15]1.[CH2:30]([CH3:31])[O:32][CH2:33][CH2:34][n:35]1[c:36]([N:44]2[CH2:45][CH2:46][NH:47][CH2:48][CH2:49][CH2:50]2)[n:37][c:38]2[c:39]1[cH:40][cH:41][cH:42][cH:43]2.[CH3:63][C:64]#[N:65].[CH:51]([N:52]([CH2:53][CH3:54])[CH:55]([CH3:56])[CH3:57])([CH3:58])[CH3:59].[Cl:60][CH2:61][Cl:62].[IH:29]>>[C:1](=[O:2])([O:3][CH2:4][c:5]1[cH:6][cH:7][cH:8][cH:9][cH:10]1)[N:11]1[CH2:12][C:13]([CH2:16][CH2:17][N:47]2[CH2:46][CH2:45][N:44]([c:36]3[n:35]([CH2:34][CH2:33][O:32][CH2:30][CH3:31])[c:39]4[c:38]([n:37]3)[cH:43][cH:42][cH:41][cH:40]4)[CH2:50][CH2:49][CH2:48]2)([c:23]2[cH:24][cH:25][cH:26][cH:27][cH:28]2)[CH2:14][CH2:15]1. Yield: 76.6%. Procedure: A solution of 5 g of 4-(5-decyl-2-pyrimidinyl)phenol in 50 ml of dichloromethane was treated at 0° C. while gassing with argon with a solution of 2.6 g of bromine in 50 ml of dichloromethane. The reaction mixture was stirred for a further 2 hours and then treated with water. The organic phase was separated and the aqueous phase was back-extracted three times with 50 ml of dichloromethane each time. The combined organic phases were washed with water, sodium hydrogen carbonate solution and again w... RXN SMILES: [CH2:1]([C:11]1[CH:12]=[N:13][C:14]([C:17]2[CH:22]=[CH:21][C:20]([OH:23])=[CH:19][CH:18]=2)=[N:15][CH:16]=1)[CH2:2][CH2:3][CH2:4][CH2:5][CH2:6][CH2:7][CH2:8][CH2:9][CH3:10].[Br:24]Br.O>ClCCl>[Br:24][C:19]1[CH:18]=[C:17]([C:14]2[N:15]=[CH:16][C:11]([CH2:1][CH2:2][CH2:3][CH2:4][CH2:5][CH2:6][CH2:7][CH2:8][CH2:9][CH3:10])=[CH:12][N:13]=2)[CH:22]=[CH:21][C:20]=1[OH:23]. Product: BrC1=C(C=CC(=C1)C1=NC=C(C=N1)CCCCCCCCCC)O (2-bromo-4-(5-decyl-2-pyrimidinyl)phenol). The solvent is ClCCl (dichloromethane), ClCCl (dichloromethane). Reaction conditions: time 2 hour. Reactants: BrBr (bromine), C(CCCCCCCCC)C=1C=NC(=NC1)C1=CC=C(C=C1)O (4-(5-decyl-2-pyrimidinyl)phenol), O (water). Starting materials: aqueous solution, C(C=C)(=O)N (acrylamide), [Cl-].C[N+](CCOC(C=C)=O)(C)C (2-trimethylammonioethylacrylate chloride), C(CCCCCCCCC)OC(C=C)=O (n-decylacrylate). Solvent: C(C)(C)O (isopropanol). Conditions: temperature 75 celsius. Yields the product C(CCCCCCCCC)OC(C=C)=O.C(C=C)(=O)N (n-Decylacrylate Acrylamide). RXN SMILES: [Cl-].C[N+](C)(C)CCOC(=O)C=C.[CH2:13]([O:23][C:24](=[O:27])[CH:25]=[CH2:26])[CH2:14][CH2:15][CH2:16][CH2:17][CH2:18][CH2:19][CH2:20][CH2:21][CH3:22].[C:28]([NH2:32])(=[O:31])[CH:29]=[CH2:30]>C(O)(C)C>[CH2:13]([O:23][C:24](=[O:27])[CH:25]=[CH2:26])[CH2:14][CH2:15][CH2:16][CH2:17][CH2:18][CH2:19][CH2:20][CH2:21][CH3:22].[C:28]([NH2:32])(=[O:31])[CH:29]=[CH2:30] |f:0.1,5.6|. Procedure: To a 500 mL round-bottom, three-neck flask fitted with a thermocouple, reflux condenser, and septum was added 150 mL of isopropanol followed by 16.13 g of a 50% aqueous solution of 2-trimethylammonioethylacrylate chloride, 8.06 g of n-decylacrylate, and 8.06 g of acrylamide. The solution was purged with nitrogen for 1 hour and 0.5 g AIBN was added. The mixture was purged for ~ 15 minutes until all of the AIBN dissolved. The solution was heated to 75° C. under nitrogen for 16 hours. The reactants are CCOC(C)=O, COCCOC, CCOC(=O)C1(c2cc(Cl)c(I)c(OCC(F)(F)F)c2)CCC1, OB(O)c1ccc(C(F)(F)F)cc1, O. The product is CCOC(=O)C1(c2cc(Cl)c(-c3ccc(C(F)(F)F)cc3)c(OCC(F)(F)F)c2)CCC1. Reaction SMILES: [CH3:37][CH2:38][O:39][C:40]([CH3:41])=[O:42].[CH3:44][O:45][CH2:46][CH2:47][O:48][CH3:49].[Cl:1][c:2]1[cH:3][c:4]([C:15]2([C:19](=[O:20])[O:21][CH2:22][CH3:23])[CH2:16][CH2:17][CH2:18]2)[cH:5][c:6]([O:9][CH2:10][C:11]([F:12])([F:13])[F:14])[c:7]1[I:8].[F:24][C:25]([c:26]1[cH:27][cH:28][c:29]([B:32]([OH:33])[OH:34])[cH:30][cH:31]1)([F:35])[F:36].[OH2:43]>>[Cl:1][c:2]1[cH:3][c:4]([C:15]2([C:19](=[O:20])[O:21][CH2:22][CH3:23])[CH2:16][CH2:17][CH2:18]2)[cH:5][c:6]([O:9][CH2:10][C:11]([F:12])([F:13])[F:14])[c:7]1-[c:29]1[cH:28][cH:27][c:26]([C:25]([F:24])([F:35])[F:36])[cH:31][cH:30]1. The reactants are FC=1C=C2C(C(=CN(C2=C(C1N1CC(CC1)N1N=NC=C1)F)C1=CC=C(C=C1)F)C(=O)OCC)=O (ethyl 6,8-difluoro-1-(4-fluorophenyl)-7-[3-(1,2,3-triazol-1-yl)-pyrrolidin-1-yl]-1,4-dihydro-4-oxo-quinoline-3-carboxylate). Run in [OH-].[Na+] (NaOH), C1CCOC1 (THF). Reaction conditions: temperature 90 celsius. The product is FC=1C=C2C(C(=CN(C2=C(C1N1CC(CC1)N1N=NC=C1)F)C1=CC=C(C=C1)F)C(=O)O)=O (6,8-Difluoro-1-(4-fluorophenyl)-7-[3-(1,2,3-triazol-1-yl)pyrrolidin -1-yl]-1,4-dihydro-4-oxo-quinoline-3-carboxylic acid). Reaction SMILES: [F:1][C:2]1[CH:3]=[C:4]2[C:9](=[C:10]([F:22])[C:11]=1[N:12]1[CH2:16][CH2:15][CH:14]([N:17]3[CH:21]=[CH:20][N:19]=[N:18]3)[CH2:13]1)[N:8]([C:23]1[CH:28]=[CH:27][C:26]([F:29])=[CH:25][CH:24]=1)[CH:7]=[C:6]([C:30]([O:32]CC)=[O:31])[C:5]2=[O:35]>[OH-].[Na+].C1COCC1>[F:1][C:2]1[CH:3]=[C:4]2[C:9](=[C:10]([F:22])[C:11]=1[N:12]1[CH2:16][CH2:15][CH:14]([N:17]3[CH:21]=[CH:20][N:19]=[N:18]3)[CH2:13]1)[N:8]([C:23]1[CH:24]=[CH:25][C:26]([F:29])=[CH:27][CH:28]=1)[CH:7]=[C:6]([C:30]([OH:32])=[O:31])[C:5]2=[O:35] |f:1.2|. Reported procedure: A suspension of ethyl 6,8-difluoro-1-(4-fluorophenyl)-7-[3-(1,2,3-triazol-1-yl)-pyrrolidin-1-yl]-1,4-dihydro-4-oxo-quinoline-3-carboxylate (180 mg, 0.37 mmol) in 20 ml NaOH solution (containing 15 mg NaOH) and THF (20 ml) was heated at 90° C. for 3.5 h. The THF was evaporated and the separated solid was redissolved in water layer by heating and acidified to pH 6.0. The precipitate was filtered, washed with water and dried in vac-oven at 40° C., gave the title compound as a light yellow solid. Yi... The reactants are C(CCCCCCCCCCCCCCC)SCC(CN)OC(NC)=O (3-Hexadecylthio-2-methylcarbamoyloxypropylamine), ClCCCS(=O)(=O)NCC(CSCCCCCCCCCCCCCCCC)OC (3-(3-chloropropylsulfonylamino)-1-hexadecylthio-2-methoxypropane). Product: ClCCCS(=O)(=O)NCC(CSCCCCCCCCCCCCCCCC)OC(NC)=O (3-(3-chloropropylsulfonylamino)-1-hexadecylthio-2-methylcarbamoyloxypropane). RXN SMILES: [CH2:1]([S:17][CH2:18][CH:19]([O:22][C:23](=[O:26])[NH:24][CH3:25])[CH2:20][NH2:21])[CH2:2][CH2:3][CH2:4][CH2:5][CH2:6][CH2:7][CH2:8][CH2:9][CH2:10][CH2:11][CH2:12][CH2:13][CH2:14][CH2:15][CH3:16].[Cl:27][CH2:28][CH2:29][CH2:30][S:31](NCC(OC)CSCCCCCCCCCCCCCCCC)(=[O:33])=[O:32]>>[Cl:27][CH2:28][CH2:29][CH2:30][S:31]([NH:21][CH2:20][CH:19]([O:22][C:23](=[O:26])[NH:24][CH3:25])[CH2:18][S:17][CH2:1][CH2:2][CH2:3][CH2:4][CH2:5][CH2:6][CH2:7][CH2:8][CH2:9][CH2:10][CH2:11][CH2:12][CH2:13][CH2:14][CH2:15][CH3:16])(=[O:33])=[O:32]. Procedure: 3-Hexadecylthio-2-methylcarbamoyloxypropylamine IVc1 is allowed to react and worked up by the same procedure as described in (4). m.p. 84.5°-85.5° C. The summary of the experimental condition and the physical data of the prodcut are listed in the Table 7. The reactants are ClC1=NC=C(C=C1N)N (2-Chloro-3,5-diaminopyridine), C1=CC=C(C=C1)OC(=NC#N)OC2=CC=CC=C2 (diphenylcyanocarbonimidate). Run in COCCOC (ethylene glycol dimethyl ether). Product: NC=1C=C(C=NC1Cl)NC(OC1=CC=CC=C1)=NC#N (N-(5-Amino-6-chloro-3-pyridyl)-N'-cyano-O-phenylisourea). Yield: 60.1%. As a reaction SMILES: [Cl:1][C:2]1[C:7]([NH2:8])=[CH:6][C:5]([NH2:9])=[CH:4][N:3]=1.[CH:10]1[CH:15]=[CH:14][C:13]([O:16][C:17](OC2C=CC=CC=2)=[N:18][C:19]#[N:20])=[CH:12][CH:11]=1>COCCOC>[NH2:8][C:7]1[CH:6]=[C:5]([NH:9][C:17](=[N:18][C:19]#[N:20])[O:16][C:13]2[CH:14]=[CH:15][CH:10]=[CH:11][CH:12]=2)[CH:4]=[N:3][C:2]=1[Cl:1]. Procedure details: A stirred solution of the product from Step 1 (1.80 g, 0.0125 mol) in ethylene glycol dimethyl ether (DME, 50 ml) was treated with diphenylcyanocarbonimidate (3.0 g, 0.0126 mol) and kept under nitrogen at ambient temperature (25° C.) for 96 hours. The precipitate was collected by filtration, washed with DME and dried to give 2.16 g of the titled product, mp 219°-220° C.